From a dataset of the Open Reaction Database (ORD), a public repository of structured organic reaction records. describe an organic reaction: reactants, conditions, products, and yield Reactants: CCS(=O)(=O)c1ccc(F)c(Cl)c1, O=C(O)Cc1cc(O)cc(C(F)(F)F)c1. Yields the product CCS(=O)(=O)c1ccc(Oc2cc(CC(=O)O)cc(C(F)(F)F)c2)c(Cl)c1. RXN SMILES: [CH2:16]([CH3:17])[S:18](=[O:19])(=[O:20])[c:21]1[cH:22][c:23]([Cl:28])[c:24]([F:27])[cH:25][cH:26]1.[OH:1][c:2]1[cH:3][c:4]([CH2:12][C:13](=[O:14])[OH:15])[cH:5][c:6]([C:8]([F:9])([F:10])[F:11])[cH:7]1>>[O:1]([c:2]1[cH:3][c:4]([CH2:12][C:13](=[O:14])[OH:15])[cH:5][c:6]([C:8]([F:9])([F:10])[F:11])[cH:7]1)[c:24]1[c:23]([Cl:28])[cH:22][c:21]([S:18]([CH2:16][CH3:17])(=[O:19])=[O:20])[cH:26][cH:25]1. The reactants are COC1=CC=C(C=C1)S(=O)(=O)CCO (2-(4-methoxybenzenesulfonyl)ethanol), CS(=O)(=O)Cl (methanesulfonyl chloride). The solvent is C(Cl)Cl (DCM), C(Cl)Cl (DCM), C(C)N(CC)CC (triethylamine). Reaction conditions: temperature 0 celsius, time 12 hour. Yields the product C(=C)S(=O)(=O)C=1C=CC(=CC1)OC (5-ethenesulfonyl-2-methoxybenzene). The yield is 75.7%. RXN SMILES: [CH3:1][O:2][C:3]1[CH:8]=[CH:7][C:6]([S:9]([CH2:12][CH2:13]O)(=[O:11])=[O:10])=[CH:5][CH:4]=1.CS(Cl)(=O)=O>C(Cl)Cl.C(N(CC)CC)C>[CH:12]([S:9]([C:6]1[CH:5]=[CH:4][C:3]([O:2][CH3:1])=[CH:8][CH:7]=1)(=[O:11])=[O:10])=[CH2:13]. Procedure details: To a solution of 2-(4-methoxybenzenesulfonyl)ethanol (20 mmol) in dry DCM (20 mL), triethylamine (4 mL) was added. The reaction mixture was cooled to 0° C. followed by dropwise addition of methanesulfonyl chloride (3 mL). The reaction mixture was then stirred at room temperature for 12 h after which it was diluted with DCM (150 mL). The organic phase was washed with 10% aqueous HCl (50 mL), dried over anhydrous sodium sulfate, and concentrated under vacuum. The residue obtained was purified by f... Yields the product CSc1ccc(C)c(F)c1. Starting materials: CSSC, ClC(Cl)Cl, Cc1ccc(N)cc1F, CC(C)(C)ON=O. RXN SMILES: [CH3:17][S:18][S:19][CH3:20].[CH:21]([Cl:22])([Cl:23])[Cl:24].[F:8][c:9]1[cH:10][c:11]([NH2:12])[cH:13][cH:14][c:15]1[CH3:16].[N:1]([O:2][C:3]([CH3:4])([CH3:5])[CH3:6])=[O:7]>>[F:8][c:9]1[cH:10][c:11]([S:18][CH3:17])[cH:13][cH:14][c:15]1[CH3:16]. The reactants are CC(C)(C)[O-], CC(=O)O, [K+], CN(C)C=O, O, COc1cccc2c(CCO)coc12, ClCc1ccc(-c2ccccc2)cc1. Yields the product COc1cccc2c(CCOCc3ccc(-c4ccccc4)cc3)coc12. As a reaction SMILES: [CH3:15][C:16]([CH3:17])([O-:18])[CH3:19].[CH3:35][C:36](=[O:37])[OH:38].[K+:20].[O:39]=[CH:40][N:41]([CH3:42])[CH3:43].[OH2:44].[OH:1][CH2:2][CH2:3][c:4]1[cH:5][o:6][c:7]2[c:8]1[cH:9][cH:10][cH:11][c:12]2[O:13][CH3:14].[c:21]1(-[c:27]2[cH:28][cH:29][c:30]([CH2:31][Cl:32])[cH:33][cH:34]2)[cH:22][cH:23][cH:24][cH:25][cH:26]1>>[O:1]([CH2:2][CH2:3][c:4]1[cH:5][o:6][c:7]2[c:8]1[cH:9][cH:10][cH:11][c:12]2[O:13][CH3:14])[CH2:31][c:30]1[cH:29][cH:28][c:27](-[c:21]2[cH:22][cH:23][cH:24][cH:25][cH:26]2)[cH:34][cH:33]1. Starting materials: [H-], CI, [Na+], CN(C)C=O, OCC1OC2(CCCCC2)OC1CO. The product is COCC1OC2(CCCCC2)OC1CO. As a reaction SMILES: [H-:15].[I:17][CH3:18].[Na+:16].[O:19]=[CH:20][N:21]([CH3:22])[CH3:23].[O:1]1[CH:2]([CH2:13][OH:14])[CH:3]([CH2:11][OH:12])[O:4][C:5]12[CH2:6][CH2:7][CH2:8][CH2:9][CH2:10]2>>[O:1]1[CH:2]([CH2:13][OH:14])[CH:3]([CH2:11][O:12][CH3:18])[O:4][C:5]12[CH2:6][CH2:7][CH2:8][CH2:9][CH2:10]2. Starting materials: ClC1=NC2=CC=C(C=C2C(=N1)Cl)Cl (2,4,6-trichloroquinazoline), NCC1(COC1)N (3-(aminomethyl)oxetan-3-amine), S1CCNCC2=C1C=CC=C2 (2,3,4,5-tetrahydro-1,4-benzothiazepine). Product: NC1(COC1)CNC1=NC(=NC2=CC=C(C=C12)Cl)N1CCSC2=C(C1)C=CC=C2 (N-[(3-Aminooxetan-3-yl)methyl]-6-chloro-2-(2,3-dihydro-1,4-benzothiazepin-4(5H)-yl)quinazolin-4-amine). Reaction SMILES: Cl[C:2]1[N:11]=[C:10](Cl)[C:9]2[C:4](=[CH:5][CH:6]=[C:7]([Cl:13])[CH:8]=2)[N:3]=1.[NH2:14][CH2:15][C:16]1([NH2:20])[CH2:19][O:18][CH2:17]1.[S:21]1[C:27]2[CH:28]=[CH:29][CH:30]=[CH:31][C:26]=2[CH2:25][NH:24][CH2:23][CH2:22]1>>[NH2:20][C:16]1([CH2:15][NH:14][C:10]2[C:9]3[C:4](=[CH:5][CH:6]=[C:7]([Cl:13])[CH:8]=3)[N:3]=[C:2]([N:24]3[CH2:25][C:26]4[CH:31]=[CH:30][CH:29]=[CH:28][C:27]=4[S:21][CH2:22][CH2:23]3)[N:11]=2)[CH2:19][O:18][CH2:17]1. Procedure: The title compound was prepared in analogy to Example 57-1 in Scheme 23 by using 2,4,6-trichloroquinazoline, 3-(aminomethyl)oxetan-3-amine and 2,3,4,5-tetrahydro-1,4-benzothiazepine. MS obsd. (ESI+) [(M+H)+] 428, 1H NMR (400 MHz, DMSO-d6) δ ppm 8.18 (s, 1 H), 7.97 (s, 1 H), 7.70 (s, 1 H), 7.51-7.44 (m, 2 H), 7.27-7.21 (m, 2 H), 7.16-7.12 (t, J=7.2 Hz, 1 H), 4.93 (s, 2 H), 4.50-4.35 (m, 5 H), 3.97-3.80 (m, 2 H), 2.96-2.87 (m, 2 H), 2.69-2.67 (m, 1 H), 2.35-2.33 (m, 1 H), 2.10 (s, 2 H).